This data is from the Open Reaction Database (ORD), a public repository of structured organic reaction records. The task is: describe an organic reaction: reactants, conditions, products, and yield The reactants are NC1=C(C(=O)NC)C=C(C=C1C)Br (2-amino-5-bromo-N,3-dimethylbenzamide), N1=CC=C(C=C1)C (4-picoline), CC1=CC=CC2=CC=CC=C12 (1-methylnaphthalene), [C-]#N.[Na+] (sodium cyanide). As a reaction SMILES: [NH2:1][C:2]1[C:11]([CH3:12])=[CH:10][C:9](Br)=[CH:8][C:3]=1[C:4]([NH:6][CH3:7])=[O:5].CC1C2C(=CC=CC=2)C=CC=1.[C-]#N.[Na+].[N:28]1C=CC(C)=C[CH:29]=1>[Cu]I.O>[NH2:1][C:2]1[C:11]([CH3:12])=[CH:10][C:9]([C:29]#[N:28])=[CH:8][C:3]=1[C:4]([NH:6][CH3:7])=[O:5] |f:2.3|. The product is NC1=C(C(=O)NC)C=C(C=C1C)C#N (2-amino-5-cyano-N,3-dimethylbenzamide). Solvent: O (Water). Procedure details: A 100-mL, three-necked flask equipped with a mechanical stirrer, thermometer and condenser was charged with 2-amino-5-bromo-N,3-dimethylbenzamide (prepared by the method of Reference Example 1) (5.0 g, 0.020 mol, 99.1% purity) and 1-methylnaphthalene (20 g) while maintaining a flow of nitrogen through a gas inlet line connected to the condenser. The reaction mixture was stirred at room temperature, and powdered sodium cyanide (powdered just prior to use) (1.25 g, 0.024 mol, assuming 95% purity),... Reagents/catalysts: [Cu]I (copper(I) iodide).